From a dataset of the Open Reaction Database (ORD), a public repository of structured organic reaction records. describe an organic reaction: reactants, conditions, products, and yield Starting materials: [Li]CCCC, CC(=O)C(=CN(C)C)c1cccc(C(F)(F)F)c1, CCCCCC, Cl, C1CCOC1. The product is CCCCC=C(C(C)=O)c1cccc(C(F)(F)F)c1. As a reaction SMILES: [CH2:24]([Li:25])[CH2:26][CH2:27][CH3:28].[CH3:1][N:2]([CH:3]=[C:4]([C:5]([CH3:6])=[O:7])[c:8]1[cH:9][c:10]([C:14]([F:15])([F:16])[F:17])[cH:11][cH:12][cH:13]1)[CH3:18].[CH3:30][CH2:31][CH2:32][CH2:33][CH2:34][CH3:35].[ClH:29].[O:19]1[CH2:20][CH2:21][CH2:22][CH2:23]1>>[CH:3](=[C:4]([C:5]([CH3:6])=[O:7])[c:8]1[cH:9][c:10]([C:14]([F:15])([F:16])[F:17])[cH:11][cH:12][cH:13]1)[CH2:20][CH2:21][CH2:22][CH3:23].